Dataset: the Open Reaction Database (ORD), a public repository of structured organic reaction records. Task: describe an organic reaction: reactants, conditions, products, and yield The reactants are Cc1[nH]c2ccc(CCOS(C)(=O)=O)cc2c1C(=O)OCc1ccccc1, CC(C)CNCC(C)C, C1COCCO1. Yields the product Cc1[nH]c2ccc(CCN(CC(C)C)CC(C)C)cc2c1C(=O)OCc1ccccc1. RXN SMILES: [CH2:1]([c:2]1[cH:3][cH:4][cH:5][cH:6][cH:7]1)[O:8][C:9](=[O:10])[c:11]1[c:12]([CH3:27])[nH:13][c:14]2[cH:15][cH:16][c:17]([CH2:20][CH2:21][O:22][S:23]([CH3:24])(=[O:25])=[O:26])[cH:18][c:19]12.[CH2:28]([CH:29]([CH3:30])[CH3:31])[NH:32][CH2:33][CH:34]([CH3:35])[CH3:36].[O:37]1[CH2:38][CH2:39][O:40][CH2:41][CH2:42]1>>[CH2:1]([c:2]1[cH:3][cH:4][cH:5][cH:6][cH:7]1)[O:8][C:9](=[O:10])[c:11]1[c:12]([CH3:27])[nH:13][c:14]2[cH:15][cH:16][c:17]([CH2:20][CH2:21][N:32]([CH2:28][CH:29]([CH3:30])[CH3:31])[CH2:33][CH:34]([CH3:35])[CH3:36])[cH:18][c:19]12. RXN SMILES: [C:21](=[O:22])([O-:23])[O-:24].[CH2:17]([CH:18]=[CH2:19])[Br:20].[Cl:1][c:2]1[c:3](-[c:9]2[c:10]([OH:16])[cH:11][cH:12][c:13]([F:15])[cH:14]2)[c:4]([Cl:8])[cH:5][cH:6][cH:7]1.[K+:25].[K+:26].[O:28]=[CH:29][N:30]([CH3:31])[CH3:32].[OH2:27]>>[Cl:1][c:2]1[c:3](-[c:9]2[c:10]([O:16][CH2:19][CH:18]=[CH2:17])[cH:11][cH:12][c:13]([F:15])[cH:14]2)[c:4]([Cl:8])[cH:5][cH:6][cH:7]1. Starting materials: O=C([O-])[O-], C=CCBr, Oc1ccc(F)cc1-c1c(Cl)cccc1Cl, [K+], [K+], CN(C)C=O, O. Yields the product C=CCOc1ccc(F)cc1-c1c(Cl)cccc1Cl. The reactants are FC1=CC=C(C=C1)NC1=CC=C(C=C1)F (Di(p-fluorophenyl)amine), O([Na])C#N (NaOCN), C(F)(F)(F)C(=O)O (F3CCOOH). Solvent: O (H2O), C(Cl)Cl (CH2Cl2). Reaction conditions: time 21 hour. Product: FC1=CC=C(C=C1)N(C(=O)N)C1=CC=C(C=C1)F (1,1-Di(p-fluorophenyl)urea). RXN SMILES: [F:1][C:2]1[CH:7]=[CH:6][C:5]([NH:8][C:9]2[CH:14]=[CH:13][C:12]([F:15])=[CH:11][CH:10]=2)=[CH:4][CH:3]=1.[O:16]([C:18]#[N:19])[Na].C(C(O)=O)(F)(F)F>C(Cl)Cl.O>[F:1][C:2]1[CH:7]=[CH:6][C:5]([N:8]([C:9]2[CH:14]=[CH:13][C:12]([F:15])=[CH:11][CH:10]=2)[C:18]([NH2:19])=[O:16])=[CH:4][CH:3]=1. Procedure: Di(p-fluorophenyl)amine (102.5 g., 0.5 mole) and NaOCN (65 g, 1.0 mole) were stirred in 700 ml CH2Cl2 at 16° C. F3CCOOH (84.5 ml, 117 g, 1.025 mole) was added as a thin stream over 5 minutes, during which the reaction mixture exothermed to 28° C. The exotherm peaked at 32° C. shortly after addition was complete. The reaction mixture was stirred at 23°-25° for 21 hours, diluted with 350 ml H2O and stirred 0.5 hour. The organic layer was separated and stirred 0.25 hour with 40 g NaOH in 500 ml H2O... Procedure: Dissolve 3-[(m-fluorophenacyl)methylamino]-2-carbethoxy-4,6-dichloro-1-(tert-butyloxycarbonyl)-indole from above in methylene chloride (5 mL). Add trifluoracetic acid (3 mL) and stir for 5 hours. Concentrate the reaction in vacuo, dilute with ethyl acetate (100 mL), wash with saturated sodium carbonate, dry over magnesium sulfate, filter and concentrate in vacuo. Recrystallize the residue from ethyl acetate/hexane to yield the title compound (760 mg). As a reaction SMILES: [F:1][C:2]1[CH:3]=[C:4]([CH:33]=[CH:34][CH:35]=1)[C:5](=[O:32])[CH2:6][CH2:7][NH:8][C:9]1[C:17]2[C:12](=[CH:13][C:14]([Cl:19])=[CH:15][C:16]=2[Cl:18])[N:11](C(OC(C)(C)C)=O)[C:10]=1[C:27]([O:29][CH2:30][CH3:31])=[O:28].FC(F)(F)C(O)=O>C(Cl)Cl.C(OCC)(=O)C>[F:1][C:2]1[CH:3]=[C:4]([CH:33]=[CH:34][CH:35]=1)[C:5](=[O:32])[CH2:6][CH2:7][NH:8][C:9]1[C:17]2[C:12](=[CH:13][C:14]([Cl:19])=[CH:15][C:16]=2[Cl:18])[NH:11][C:10]=1[C:27]([O:29][CH2:30][CH3:31])=[O:28]. Starting materials: FC=1C=C(C(CCNC2=C(N(C3=CC(=CC(=C23)Cl)Cl)C(=O)OC(C)(C)C)C(=O)OCC)=O)C=CC1 (3-[(m-fluorophenacyl)methylamino]-2-carbethoxy-4,6-dichloro-1-(tert-butyloxycarbonyl)-indole), FC(C(=O)O)(F)F (trifluoracetic acid). Product: FC=1C=C(C(CCNC2=C(NC3=CC(=CC(=C23)Cl)Cl)C(=O)OCC)=O)C=CC1 (3-[(m-fluorophenacyl)methylamino]-2-carbethoxy-4,6-dichloroindole). Run in C(Cl)Cl (methylene chloride), C(C)(=O)OCC (ethyl acetate). Reactants: CC(C)([O-])C.[K+] (potassium t-butoxide), C (CH4), O[C@](COS(=O)(=O)C1=CC=C(C=C1)C)(COC1=CC(=CC=C1)C1=NOC2=C1SC=C2)C (toluene-4-sulfonic acid (S)-2-hydroxy-2-methyl-3-(3-thieno[2,3-d]isoxazol-3-yl-phenoxy)-propyl ester). Run in O1CCCC1 (tetrahydrofuran). Run at temperature 0 celsius, time 1 hour. Yields the product C[C@]1(OC1)COC=1C=C(C=CC1)C1=NOC2=C1SC=C2 ((R)-3-[3-(2-methyloxiranylmethoxy)phenyl]thieno[2,3-d]isoxazole). The yield is 86.8%. Reaction SMILES: CC(C)([O-])C.[K+].O[C@@:8]([CH3:37])([CH2:21][O:22][C:23]1[CH:28]=[CH:27][CH:26]=[C:25]([C:29]2[C:33]3[S:34][CH:35]=[CH:36][C:32]=3[O:31][N:30]=2)[CH:24]=1)[CH2:9][O:10]S(C1C=CC(C)=CC=1)(=O)=O.C>O1CCCC1>[CH3:37][C@:8]1([CH2:21][O:22][C:23]2[CH:24]=[C:25]([C:29]3[C:33]4[S:34][CH:35]=[CH:36][C:32]=4[O:31][N:30]=3)[CH:26]=[CH:27][CH:28]=2)[CH2:9][O:10]1 |f:0.1|. Reported procedure: Add potassium t-butoxide (0.67 g, 0.006 mol) in small portions to a chilled (0° C.) stirred solution of toluene-4-sulfonic acid (S)-2-hydroxy-2-methyl-3-(3-thieno[2,3-d]isoxazol-3-yl-phenoxy)-propyl ester (2.45 g, 0.00533 mol) and tetrahydrofuran (40 mL). Stir one hour at 0° C. and partition between ethyl acetate and water. Separate the organic phase, dry (MgSO4), filter, and concentrate in vacuo. Recrystallize the residue from ether-hexane to give the title compound (1.33 g, 87% yield), m.p. 84... The reactants are OC=1OC2=C(C(C1[N+](=O)[O-])=O)C=C(C(=C2)NS(=O)(=O)C)OC2=CC=CC=C2 (2-hydroxy-7-methylsulfonylamino-3-nitro-6-phenoxy-4H-1-benzopyran-4-one), [OH-].[Na+] (sodium hydroxide), Cl (hydrochloric acid). The solvent is C(C)(=O)OCC (ethyl acetate). Reaction conditions: time 5 hour. The product is [N+](=O)([O-])C1=COC2=C(C1=O)C=C(C(=C2)NS(=O)(=O)C)OC2=CC=CC=C2 (3-nitro-7-methylsulfonylamino-6-phenoxy-4H-1-benzopyran-4-one). Yield: 41.0%. Reaction SMILES: O[C:2]1[O:3][C:4]2[CH:15]=[C:14]([NH:16][S:17]([CH3:20])(=[O:19])=[O:18])[C:13]([O:21][C:22]3[CH:27]=[CH:26][CH:25]=[CH:24][CH:23]=3)=[CH:12][C:5]=2[C:6](=[O:11])[C:7]=1[N+:8]([O-:10])=[O:9].[OH-].[Na+].Cl>C(OCC)(=O)C>[N+:8]([C:7]1[C:6](=[O:11])[C:5]2[CH:12]=[C:13]([O:21][C:22]3[CH:23]=[CH:24][CH:25]=[CH:26][CH:27]=3)[C:14]([NH:16][S:17]([CH3:20])(=[O:19])=[O:18])=[CH:15][C:4]=2[O:3][CH:2]=1)([O-:10])=[O:9] |f:1.2|. Procedure: 3.92 g of 2-hydroxy-7-methylsulfonylamino-3-nitro-6-phenoxy-4H-1-benzopyran-4-one was mixed with 80 ml of a 1N aqueous sodium hydroxide solution. The mixture was stirred for 5 hours at 20°-25° C. The mixture was adjusted to pH 5 with 4N hydrochloric acid. 50 ml of ethyl acetate was added thereto. The organic layer was separated, washed with water and a saturated aqueous sodium chloride solution in this order, and dried with anhydrous magnesium sulfate. The solvent was removed by distillation und... The reactants are C1CCOC1, [Li]CCCC, CI, Cc1nc2c(cc1Br)c(=O)cc(Nc1ccccc1)n2-c1ccccc1. Yields the product Cc1cc2c(=O)cc(Nc3ccccc3)n(-c3ccccc3)c2nc1C. RXN SMILES: [CH2:34]1[O:35][CH2:36][CH2:37][CH2:38]1.[CH3:27][CH2:28][CH2:29][CH2:30][Li:31].[CH3:32][I:33].[NH:1]([c:2]1[cH:3][cH:4][cH:5][cH:6][cH:7]1)[c:8]1[n:9](-[c:21]2[cH:22][cH:23][cH:24][cH:25][cH:26]2)[c:10]2[n:11][c:12]([CH3:20])[c:13]([Br:19])[cH:14][c:15]2[c:16](=[O:18])[cH:17]1>>[NH:1]([c:2]1[cH:3][cH:4][cH:5][cH:6][cH:7]1)[c:8]1[n:9](-[c:21]2[cH:22][cH:23][cH:24][cH:25][cH:26]2)[c:10]2[n:11][c:12]([CH3:20])[c:13]([CH3:27])[cH:14][c:15]2[c:16](=[O:18])[cH:17]1. Starting materials: OC1CCNCC1 (4-hydroxypiperidine), O.C1(=CC=C(C=C1)S(=O)(=O)O)C (p-toluenesulfonic acid monohydrate), ClC1=CC=C(C=C1)C(O)C=1N(N=CC1)C ((±)-(4-chlorophenyl)(2-methyl-2H-pyrazol-3-yl)methanol). Run in C1(=CC=CC=C1)C (toluene). The product is ClC1=CC=C(C=C1)C(OC1CCNCC1)C=1N(N=CC1)C ((±)-4-[(4-Chlorophenyl)(2-methyl-2H-pyrazol-3-yl)methoxy]piperidine). Isolated yield 87.3%. Reaction SMILES: [Cl:1][C:2]1[CH:7]=[CH:6][C:5]([CH:8]([C:10]2[N:11]([CH3:15])[N:12]=[CH:13][CH:14]=2)[OH:9])=[CH:4][CH:3]=1.O[CH:17]1[CH2:22][CH2:21][NH:20][CH2:19][CH2:18]1.O.C1(C)C=CC(S(O)(=O)=O)=CC=1>C1(C)C=CC=CC=1>[Cl:1][C:2]1[CH:3]=[CH:4][C:5]([CH:8]([C:10]2[N:11]([CH3:15])[N:12]=[CH:13][CH:14]=2)[O:9][CH:17]2[CH2:22][CH2:21][NH:20][CH2:19][CH2:18]2)=[CH:6][CH:7]=1 |f:2.3|. Procedure: A mixture of 2.074 g of (±)-(4-chlorophenyl)(2-methyl-2H-pyrazol-3-yl)methanol synthesized in Production Example 174, 942 mg of 4-hydroxypiperidine, 1.949 g of p-toluenesulfonic acid monohydrate, and 100 mL of toluene was heated under reflux for 40 minutes while removing water using a Dean-Stark. To the mixture, 1.949 g of p-toluenesulfonic acid monohydrate was added, and the resulting mixture was further heated under reflux for 4.3 hours while removing water. After the mixture was allowed to co... Reactants: O=C([O-])[O-], COc1ccc2c(C(=O)O)cccc2c1, COS(=O)(=O)OC, CC(C)=O, [K+], [K+]. Yields the product COC(=O)c1cccc2cc(OC)ccc12. RXN SMILES: [C:16](=[O:17])([O-:18])[O-:19].[CH3:1][O:2][c:3]1[cH:4][c:5]2[cH:6][cH:7][cH:8][c:9]([C:13](=[O:14])[OH:15])[c:10]2[cH:11][cH:12]1.[CH3:22][O:23][S:24]([O:25][CH3:26])(=[O:27])=[O:28].[CH3:29][C:30](=[O:31])[CH3:32].[K+:20].[K+:21]>>[CH3:1][O:2][c:3]1[cH:4][c:5]2[cH:6][cH:7][cH:8][c:9]([C:13](=[O:14])[O:15][CH3:16])[c:10]2[cH:11][cH:12]1. The reactants are CCOCC, Cc1cc(=O)[nH]c(N)n1, O=[N+]([O-])O, O=S(=O)(O)O. Product: Cc1nc(N)[nH]c(=O)c1[N+](=O)[O-]. Reaction SMILES: [CH3:14][CH2:15][O:16][CH2:17][CH3:18].[NH2:1][c:2]1[n:3][c:4]([CH3:9])[cH:5][c:6](=[O:8])[nH:7]1.[OH:10][N+:11]([O-:12])=[O:13].[S:19](=[O:20])(=[O:21])([OH:22])[OH:23]>>[NH2:1][c:2]1[n:3][c:4]([CH3:9])[c:5]([N+:11](=[O:10])[O-:12])[c:6](=[O:8])[nH:7]1.